From a dataset of the Open Reaction Database (ORD), a public repository of structured organic reaction records. describe an organic reaction: reactants, conditions, products, and yield Starting materials: COC(=O)C(Cc1ccc(OS(=O)(=O)C(F)(F)F)cc1)NC(=O)c1c(Cl)cccc1Cl, COc1cc(C2OCCO2)cc(OC)c1B(O)O. Yields the product COC(=O)C(Cc1ccc(-c2c(OC)cc(C3OCCO3)cc2OC)cc1)NC(=O)c1c(Cl)cccc1Cl. Reaction SMILES: [CH3:19][O:20][C:21]([CH:22]([NH:23][C:24]([c:25]1[c:26]([Cl:32])[cH:27][cH:28][cH:29][c:30]1[Cl:31])=[O:33])[CH2:34][c:35]1[cH:36][cH:37][c:38]([O:41][S:42]([C:43]([F:44])([F:45])[F:46])(=[O:47])=[O:48])[cH:39][cH:40]1)=[O:49].[O:1]1[CH:2]([c:6]2[cH:7][c:8]([O:17][CH3:18])[c:9]([B:14]([OH:15])[OH:16])[c:10]([O:12][CH3:13])[cH:11]2)[O:3][CH2:4][CH2:5]1>>[O:1]1[CH:2]([c:6]2[cH:7][c:8]([O:17][CH3:18])[c:9](-[c:38]3[cH:37][cH:36][c:35]([CH2:34][CH:22]([C:21]([O:20][CH3:19])=[O:49])[NH:23][C:24]([c:25]4[c:26]([Cl:32])[cH:27][cH:28][cH:29][c:30]4[Cl:31])=[O:33])[cH:40][cH:39]3)[c:10]([O:12][CH3:13])[cH:11]2)[O:3][CH2:4][CH2:5]1. Reactants: ClCCl, CC(C)(C)OC(=O)N1CCC(N(Cc2ccc(F)cc2)c2cccc(F)c2)CC1, O=C(O)C(F)(F)F. Product: Fc1ccc(CN(c2cccc(F)c2)C2CCNCC2)cc1. RXN SMILES: [Cl:37][CH2:38][Cl:39].[F:1][c:2]1[cH:3][c:4]([N:5]([CH:6]2[CH2:7][CH2:8][N:9]([C:12]([O:13][C:14]([CH3:15])([CH3:16])[CH3:17])=[O:18])[CH2:10][CH2:11]2)[CH2:19][c:20]2[cH:21][cH:22][c:23]([F:26])[cH:24][cH:25]2)[cH:27][cH:28][cH:29]1.[F:30][C:31]([F:32])([F:33])[C:34]([OH:35])=[O:36]>>[F:1][c:2]1[cH:3][c:4]([N:5]([CH:6]2[CH2:7][CH2:8][NH:9][CH2:10][CH2:11]2)[CH2:19][c:20]2[cH:21][cH:22][c:23]([F:26])[cH:24][cH:25]2)[cH:27][cH:28][cH:29]1. Reactants: ClCCl, CC(NC(=O)Cc1cc(F)cc(F)c1)C(=O)O, CC(C)N1C(=O)C(N)C(c2ccccc2)Oc2ccccc21, On1nnc2ccccc21. The product is CC(NC(=O)Cc1cc(F)cc(F)c1)C(=O)NC1C(=O)N(C(C)C)c2ccccc2OC1c1ccccc1. RXN SMILES: [Cl:50][CH2:51][Cl:52].[F:23][c:24]1[cH:25][c:26]([CH2:31][C:32](=[O:33])[NH:34][CH:35]([CH3:36])[C:37](=[O:38])[OH:39])[cH:27][c:28]([F:30])[cH:29]1.[NH2:1][CH:2]1[CH:3]([c:17]2[cH:18][cH:19][cH:20][cH:21][cH:22]2)[O:4][c:5]2[c:6]([cH:13][cH:14][cH:15][cH:16]2)[N:7]([CH:10]([CH3:11])[CH3:12])[C:8]1=[O:9].[OH:40][n:41]1[c:42]2[c:43]([cH:44][cH:45][cH:46][cH:47]2)[n:48][n:49]1>>[NH:1]([CH:2]1[CH:3]([c:17]2[cH:18][cH:19][cH:20][cH:21][cH:22]2)[O:4][c:5]2[c:6]([cH:13][cH:14][cH:15][cH:16]2)[N:7]([CH:10]([CH3:11])[CH3:12])[C:8]1=[O:9])[C:37]([CH:35]([NH:34][C:32]([CH2:31][c:26]1[cH:25][c:24]([F:23])[cH:29][c:28]([F:30])[cH:27]1)=[O:33])[CH3:36])=[O:38]. Yield: 13.0%. Procedure details: By carrying out the process in a manner similar to example 7, starting from 2,3,4-tri-O-acetyl-5-thio-D-xylopyranosyl bromide and 2-methyl-6-hydroxyimidazo[1,2-α]pyridine obtained according to preparation 5, the desired product is obtained in the form of a white solid with a yield of 13%. Yields the product C(C)(=O)O[C@H]1[C@H](OC=2C=CC=3N(C2)C=C(N3)C)SC[C@H]([C@@H]1OC(C)=O)OC(C)=O (2-methylimidazo[1,2-α]pyridin-6-yl 2,3,4-tri-O-acetyl-5-thio-β-D-xylopyranoside). Reactants: C(C)(=O)O[C@H]1C(SC[C@H]([C@@H]1OC(C)=O)OC(C)=O)Br (2,3,4-tri-O-acetyl-5-thio-D-xylopyranosyl bromide), CC=1N=C2N(C=C(C=C2)O)C1 (2-methyl-6-hydroxyimidazo[1,2-α]pyridine). Reaction SMILES: [C:1]([O:4][C@@H:5]1[C@@H:10]([O:11][C:12](=[O:14])[CH3:13])[C@H:9]([O:15][C:16](=[O:18])[CH3:17])[CH2:8][S:7][CH:6]1Br)(=[O:3])[CH3:2].[CH3:20][C:21]1[N:22]=[C:23]2[CH:28]=[CH:27][C:26]([OH:29])=[CH:25][N:24]2[CH:30]=1>>[C:1]([O:4][C@@H:5]1[C@@H:10]([O:11][C:12](=[O:14])[CH3:13])[C@H:9]([O:15][C:16](=[O:18])[CH3:17])[CH2:8][S:7][C@H:6]1[O:29][C:26]1[CH:27]=[CH:28][C:23]2[N:24]([CH:30]=[C:21]([CH3:20])[N:22]=2)[CH:25]=1)(=[O:3])[CH3:2]. Reactants: C1(=CC=CC=C1)N1C=NC2=C1C=CC=C2 (1-phenylbenzimidazole), BrCC(=O)OCC (ethyl bromoacetate). Yields the product [Br-].C(C)OC(=O)C[N+]1=CN(C2=C1C=CC=C2)C2=CC=CC=C2 (1-ethoxycarbonylmethyl-3-phenyl-benzimidazolium bromide). Yield: 56.0%. As a reaction SMILES: [C:1]1([N:7]2[C:11]3[CH:12]=[CH:13][CH:14]=[CH:15][C:10]=3[N:9]=[CH:8]2)[CH:6]=[CH:5][CH:4]=[CH:3][CH:2]=1.[Br:16][CH2:17][C:18]([O:20][CH2:21][CH3:22])=[O:19]>>[Br-:16].[CH2:21]([O:20][C:18]([CH2:17][N+:9]1[C:10]2[CH:15]=[CH:14][CH:13]=[CH:12][C:11]=2[N:7]([C:1]2[CH:2]=[CH:3][CH:4]=[CH:5][CH:6]=2)[CH:8]=1)=[O:19])[CH3:22] |f:2.3|. Procedure details: Using the procedure of Step B of Example 1, 1-phenylbenzimidazole [prepared from N-phenyl-o-phenylenediamine with 4HCl and formic acid] and ethyl bromoacetate were reacted to obtain a 56% of 1-ethoxycarbonylmethyl-3-phenyl-benzimidazolium bromide which after crystallization from a mixture of ethyl acetate and methanol melted at 180°-181° C. The reactants are CS(=O)(=O)Cl (methanesulfonyl chloride), BrC=1C(=C(N)C=CC1)F (3-bromo-2-fluoroaniline), BrC=1C(=C(N)C=CC1)F (3-bromo-2-fluoroaniline), CCN(C(C)C)C(C)C (DIEA). Solvent: C(Cl)Cl (DCM). Run at time 2 hour. The product is BrC=1C(=C(C=CC1)N(S(=O)(=O)C)S(=O)(=O)C)F (N-(3-bromo-2-fluorophenyl)-N-(methylsulfonyl)methanesulfonamide). Reaction SMILES: [Br:1][C:2]1[C:3]([F:9])=[C:4]([CH:6]=[CH:7][CH:8]=1)[NH2:5].CCN(C(C)C)C(C)C.[CH3:19][S:20](Cl)(=[O:22])=[O:21]>C(Cl)Cl>[Br:1][C:2]1[C:3]([F:9])=[C:4]([N:5]([S:20]([CH3:19])(=[O:22])=[O:21])[S:20]([CH3:19])(=[O:22])=[O:21])[CH:6]=[CH:7][CH:8]=1. Procedure: A solution of 3-bromo-2-fluoroaniline (Intermediate 34-1, 160 mg, 0.842 mmol) and DIEA (0.368 mL, 2.105 mmol) in DCM (3 mL) was stirred at ca. −5° C. and treated with methanesulfonyl chloride (0.098 mL, 1.263 mmol) and stirred at that temperature for 2 h. The mixture was partitioned between DCM and NaHCO3 (aq). The organic phase was washed with brine, dried and concentrated to provide N-(3-bromo-2-fluorophenyl)-N-(methylsulfonyl)methanesulfonamide as a yellow solid (308 mg, quantitative), used w... Starting materials: C(C)NCC (diethylamine), cuprous iodide, ClC1=CC2=C(C(=CCN=C2C2=C(C=CC=C2)F)Br)C=C1 (8-chloro-5-bromo-1-(2-fluorophenyl)-3H-2-benzazepine), C(C#C)C1=C2C(C(=O)NC2=O)=CC=C1 (propargyl phthalimide), C(Cl)Cl (methylene chloride). The reagents and catalysts are Cl[Pd]([P](C1=CC=CC=C1)(C2=CC=CC=C2)C3=CC=CC=C3)([P](C4=CC=CC=C4)(C5=CC=CC=C5)C6=CC=CC=C6)Cl (dichlorobis(triphenylphosphine)palladium). Run at time 24 hour. The product is ClC1=CC2=C(C(=CCN=C2C2=C(C=CC=C2)F)C#CCN2C(C=3C(C2=O)=CC=CC3)=O)C=C1 (8-Chloro-1-(2-fluorophenyl)-5-(1-phthalimido-2-propyn-3-yl)-3H-2-benzazepin). RXN SMILES: C(N[CH2:4][CH3:5])C.[Cl:6][C:7]1[CH:25]=[CH:24][C:10]2[C:11](Br)=[CH:12][CH2:13][N:14]=[C:15]([C:16]3[CH:21]=[CH:20][CH:19]=[CH:18][C:17]=3[F:22])[C:9]=2[CH:8]=1.C([C:29]1[CH:39]=[CH:38][CH:37]=[C:31]2[C:32]([NH:34][C:35](=[O:36])[C:30]=12)=[O:33])C#C.[CH2:40](Cl)Cl>Cl[Pd](Cl)([P](C1C=CC=CC=1)(C1C=CC=CC=1)C1C=CC=CC=1)[P](C1C=CC=CC=1)(C1C=CC=CC=1)C1C=CC=CC=1>[Cl:6][C:7]1[CH:25]=[CH:24][C:10]2[C:11]([C:40]#[C:4][CH2:5][N:34]3[C:35](=[O:36])[C:30]4=[CH:29][CH:39]=[CH:38][CH:37]=[C:31]4[C:32]3=[O:33])=[CH:12][CH2:13][N:14]=[C:15]([C:16]3[CH:21]=[CH:20][CH:19]=[CH:18][C:17]=3[F:22])[C:9]=2[CH:8]=1 |^1:45,64|. Procedure: A mixture of 40 ml of 98% diethylamine, 50 ml of methylene chloride, 0.6 g (0.9 mmole) dichlorobis(triphenylphosphine)palladium (II), 0.15 g (0.8 mmole) cuprous iodide, 3.8 g (10.8 mmole) of 8-chloro-5-bromo-1-(2-fluorophenyl)-3H-2-benzazepine and 3 g (16 mmole) of propargyl phthalimide was stirred under nitrogen at room temperature for 24 hr. The mixture was concentrated at reduced pressure to dryness. The residue was dissolved in methylene chloride and washed with water. The methylene chloride...